This data is from the Open Reaction Database (ORD), a public repository of structured organic reaction records. The task is: describe an organic reaction: reactants, conditions, products, and yield Starting materials: OC1=NC=C(C(=O)O)C=C1 (6-hydroxynicotinic acid), S(=O)(Cl)Cl (thionyl chloride). Yields the product OC1=NC=C(CCl)C=C1 (6-hydroxynicotinyl chloride). RXN SMILES: [OH:1][C:2]1[CH:10]=[CH:9][C:5]([C:6](O)=O)=[CH:4][N:3]=1.S(Cl)([Cl:13])=O>>[OH:1][C:2]1[CH:10]=[CH:9][C:5]([CH2:6][Cl:13])=[CH:4][N:3]=1. Reported procedure: A 100 ml RBF was charged with 6-hydroxynicotinic acid (4 g) and 20 ml of thionyl chloride. The mixture was refluxed for 1 hr. Excess thionyl chloride was then evaporated in vacuo to obtain the 6-hydroxynicotinyl chloride. A 200 ml RBF was charged with 1.13 g of 6-hydroxynicotinyl chloride in 100 ml of methylene chloride, cooled and stirred at 0° C. Piperidine (8.6 mM=0.85 ml) in 10 ml methylene chloride was added dropwise and the resulting mixture was stirred at room temperature for 15 hours. Th... Reactants: Cc1ccsc1Br, O=C([O-])[O-], CCC(CC)c1cc(C)nn2cc(C(F)(F)F)nc12, CN1CCCC1=O, [Cs+], [Cs+], O=C(C=Cc1ccccc1)C=Cc1ccccc1, O=C(C=Cc1ccccc1)C=Cc1ccccc1, O=C(C=Cc1ccccc1)C=Cc1ccccc1, O, [Pd], [Pd], c1ccc(P(c2ccccc2)c2ccccc2)cc1. Yields the product CCC(CC)c1cc(C)nn2c(-c3sccc3C)c(C(F)(F)F)nc12. Reaction SMILES: [Br:20][c:21]1[s:22][cH:23][cH:24][c:25]1[CH3:26].[C:27](=[O:28])([O-:29])[O-:30].[CH2:1]([CH3:2])[CH:3]([CH2:4][CH3:5])[c:6]1[c:7]2[n:8]([n:9][c:10]([CH3:12])[cH:11]1)[cH:13][c:14]([C:16]([F:17])([F:18])[F:19])[n:15]2.[CH3:109][N:110]1[CH2:111][CH2:112][CH2:113][C:114]1=[O:115].[Cs+:31].[Cs+:32].[O:55]=[C:56]([CH:57]=[CH:58][c:59]1[cH:60][cH:61][cH:62][cH:63][cH:64]1)[CH:65]=[CH:66][c:67]1[cH:68][cH:69][cH:70][cH:71][cH:72]1.[O:73]=[C:74]([CH:75]=[CH:76][c:77]1[cH:78][cH:79][cH:80][cH:81][cH:82]1)[CH:83]=[CH:84][c:85]1[cH:86][cH:87][cH:88][cH:89][cH:90]1.[O:91]=[C:92]([CH:93]=[CH:94][c:95]1[cH:96][cH:97][cH:98][cH:99][cH:100]1)[CH:101]=[CH:102][c:103]1[cH:104][cH:105][cH:106][cH:107][cH:108]1.[OH2:52].[Pd:53].[Pd:54].[c:33]1([P:34]([c:35]2[cH:36][cH:37][cH:38][cH:39][cH:40]2)[c:41]2[cH:42][cH:43][cH:44][cH:45][cH:46]2)[cH:47][cH:48][cH:49][cH:50][cH:51]1>>[CH2:1]([CH3:2])[CH:3]([CH2:4][CH3:5])[c:6]1[c:7]2[n:8]([n:9][c:10]([CH3:12])[cH:11]1)[c:13](-[c:21]1[s:22][cH:23][cH:24][c:25]1[CH3:26])[c:14]([C:16]([F:17])([F:18])[F:19])[n:15]2. Starting materials: C[C@@H]1[C@@H](C[C@@H](C(N1)=S)NC(OC(C)(C)C)=O)C1=CC=CC=C1 (tert-Butyl [(3S,5S,6R)-6-methyl-5-phenyl-2-thioxopiperidin-3-yl]carbamate), O.NN (hydrazine hydrate). Solvent: CO (methanol). Run at time 75 minute. Yields the product C(C)(C)(C)OC(N[C@@H]1C(N[C@@H]([C@@H](C1)C1=CC=CC=C1)C)=NN)=O (tert-Butyl[(3S,5S,6R)-2-hydrazinylidene-6-methyl-5-phenylpiperidin-3-yl]carbamate). Reaction SMILES: [CH3:1][C@H:2]1[NH:7][C:6](=S)[C@@H:5]([NH:9][C:10](=[O:16])[O:11][C:12]([CH3:15])([CH3:14])[CH3:13])[CH2:4][C@H:3]1[C:17]1[CH:22]=[CH:21][CH:20]=[CH:19][CH:18]=1.O.[NH2:24][NH2:25]>CO>[C:12]([O:11][C:10](=[O:16])[NH:9][C@H:5]1[CH2:4][C@@H:3]([C:17]2[CH:22]=[CH:21][CH:20]=[CH:19][CH:18]=2)[C@@H:2]([CH3:1])[NH:7][C:6]1=[N:24][NH2:25])([CH3:15])([CH3:14])[CH3:13] |f:1.2|. Procedure details: To a solution of tert-Butyl [(3S,5S,6R)-6-methyl-5-phenyl-2-thioxopiperidin-3-yl]carbamate (100 mg, 0.31 mmol) in methanol (3.1 mL) was added hydrazine hydrate (55%, 833 μL, 9.36 mmol). The mixture was stirred 75 min, and then concentrated. Saturated aqueous sodium bicarbonate was added, and the mixture was extracted with ethyl acetate (×3). The combined organic extracts were washed with brine, dried over magnesium sulfate, filtered and concentrated to give the crude title compound. MS 319.4 (M+... Starting materials: O (water), COC([C@@H](CN(NC(=O)OC(C)(C)C)CC1=CC=C(C=C1)Br)O)=O ((R)-3-[N-(4-Bromobenzyl)-N′-t-butoxycarbonylhydrazino]-2-hydroxypropionic acid methyl ester), Cl (HCl), ClC=1C=CC(=C(C1)B(O)O)F (5-chloro-2-fluorophenylboronic acid), C(=O)([O-])[O-].[K+].[K+] (K2CO3), O1CCOCC1 (dioxane). Reagents/catalysts: [Pd] (Pd). Solvent: CCOCC (ether), CCO (EtOH), CCO (EtOH), CCO (EtOH). Conditions: temperature 90 celsius. The product is C(C)OC([C@@H](CN(N)CC1=CC=C(C=C1)C1=C(C=CC(=C1)Cl)F)O)=O ((R)-3-[N-(5′-Chloro-2′-fluorobiphenyl-4-ylmethyl)hydrazino]-2-hydroxypropionic Acid Ethyl Ester). Isolated yield 15.3%. As a reaction SMILES: [CH3:1][O:2][C:3](=[O:24])[C@H:4]([OH:23])[CH2:5][N:6]([CH2:15][C:16]1[CH:21]=[CH:20][C:19](Br)=[CH:18][CH:17]=1)[NH:7]C(OC(C)(C)C)=O.[Cl:25][C:26]1[CH:27]=[CH:28][C:29]([F:35])=[C:30](B(O)O)[CH:31]=1.[C:36]([O-])([O-])=O.[K+].[K+].O.Cl.O1CCOCC1>CCOCC.[Pd].CCO>[CH2:1]([O:2][C:3](=[O:24])[C@H:4]([OH:23])[CH2:5][N:6]([CH2:15][C:16]1[CH:17]=[CH:18][C:19]([C:28]2[CH:27]=[C:26]([Cl:25])[CH:31]=[CH:30][C:29]=2[F:35])=[CH:20][CH:21]=1)[NH2:7])[CH3:36] |f:2.3.4|. Reported procedure: (R)-3-[N-(4-Bromobenzyl)-N′-t-butoxycarbonylhydrazino]-2-hydroxypropionic acid methyl ester (1.0 g, 2.5 mmol), 5-chloro-2-fluorophenylboronic acid (865 mg, 5.0 mmol), and K2CO3 (857 mg, 6.2 mmol), were combined in EtOH (30 mL, 500 mmol) and water (8 mL, 400 mmol), followed by the addition of SilicaCat® DPP-Pd (0.28 mmol/g loading; 886 mg, 248 μmol). The mixture was heated at 90° C. until the reaction was complete (2 hours). The precipitate was filtered off, and the filtrate was concentrated and ... RXN SMILES: [CH3:1][N:2]([CH3:9])[CH:3]1[CH2:8][CH2:7][NH:6][CH2:5][CH2:4]1.C(O[CH:14]1[C:27]2[CH:26]=[CH:25][CH:24]=[CH:23][C:22]=2[O:21][C:20]2[C:15]1=[CH:16][CH:17]=[CH:18][CH:19]=2)(=O)C>C1C=CC=CC=1>[CH:16]1[C:15]2[CH:14]([N:6]3[CH2:7][CH2:8][CH:3]([N:2]([CH3:9])[CH3:1])[CH2:4][CH2:5]3)[C:27]3[C:22](=[CH:23][CH:24]=[CH:25][CH:26]=3)[O:21][C:20]=2[CH:19]=[CH:18][CH:17]=1. Reported procedure: A solution of 2.14 g. of 4-dimethylaminopiperidine and 4.0 g. of 9-acetoxyxanthene in 100 ml. of sieve dried benzene was refluxed for 24 hours. The mixture was then washed with a 5 percent aqueous solution of sodium carbonate, dried and the solvent removed in vacuo. The residue was recrystallized three times from hexane to afford 1-(9-xanthenyl)-4-dimethylaminopiperidine, m.p. 92°-93°C. The reactants are CN(C1CCNCC1)C (4-dimethylaminopiperidine), C(C)(=O)OC1C2=CC=CC=C2OC=2C=CC=CC12 (9-acetoxyxanthene). Run in C1=CC=CC=C1 (benzene). The product is C1=CC=CC=2OC3=CC=CC=C3C(C12)N1CCC(CC1)N(C)C (1-(9-xanthenyl)-4-dimethylaminopiperidine). The reactants are C=C(C)CBr, C1CCOC1, COC(=O)Cc1cc(-c2ccc(C(F)(F)F)cc2)nc(N(CC(C)C)c2ccc(C(F)(F)F)cc2)c1, C[Si](C)(C)[N-][Si](C)(C)C, [K+]. Yields the product C=C(C)CC(C(=O)OC)c1cc(-c2ccc(C(F)(F)F)cc2)nc(N(CC(C)C)c2ccc(C(F)(F)F)cc2)c1. Reaction SMILES: [Br:47][CH2:48][C:49](=[CH2:50])[CH3:51].[CH2:52]1[O:53][CH2:54][CH2:55][CH2:56]1.[CH3:1][O:2][C:3]([CH2:4][c:5]1[cH:6][c:7]([N:21]([c:22]2[cH:23][cH:24][c:25]([C:28]([F:29])([F:30])[F:31])[cH:26][cH:27]2)[CH2:32][CH:33]([CH3:34])[CH3:35])[n:8][c:9](-[c:11]2[cH:12][cH:13][c:14]([C:17]([F:18])([F:19])[F:20])[cH:15][cH:16]2)[cH:10]1)=[O:36].[CH3:37][Si:38]([N-:39][Si:40]([CH3:41])([CH3:42])[CH3:43])([CH3:44])[CH3:45].[K+:46]>>[CH3:1][O:2][C:3]([CH:4]([c:5]1[cH:6][c:7]([N:21]([c:22]2[cH:23][cH:24][c:25]([C:28]([F:29])([F:30])[F:31])[cH:26][cH:27]2)[CH2:32][CH:33]([CH3:34])[CH3:35])[n:8][c:9](-[c:11]2[cH:12][cH:13][c:14]([C:17]([F:18])([F:19])[F:20])[cH:15][cH:16]2)[cH:10]1)[CH2:50][C:49](=[CH2:48])[CH3:51])=[O:36]. The reactants are C=CCOc1cc2nccc(Sc3ccc(Nc4nnc(-c5ccc(Cl)cc5)c5ccccc45)cc3)n2n1, CO, CCOC(C)=O, O=C[O-], [NH4+]. Yields the product Oc1cc2nccc(Sc3ccc(Nc4nnc(-c5ccc(Cl)cc5)c5ccccc45)cc3)n2n1. Reaction SMILES: [CH2:1]([CH:2]=[CH2:3])[O:4][c:5]1[n:6][n:7]2[c:8]([n:9][cH:10][cH:11][c:12]2[S:13][c:14]2[cH:15][cH:16][c:17]([NH:20][c:21]3[n:22][n:23][c:24](-[c:31]4[cH:32][cH:33][c:34]([Cl:37])[cH:35][cH:36]4)[c:25]4[cH:26][cH:27][cH:28][cH:29][c:30]34)[cH:18][cH:19]2)[cH:38]1.[CH3:43][OH:44].[CH3:45][CH2:46][O:47][C:48]([CH3:49])=[O:50].[CH:39]([O-:40])=[O:41].[NH4+:42]>>[OH:4][c:5]1[n:6][n:7]2[c:8]([n:9][cH:10][cH:11][c:12]2[S:13][c:14]2[cH:15][cH:16][c:17]([NH:20][c:21]3[n:22][n:23][c:24](-[c:31]4[cH:32][cH:33][c:34]([Cl:37])[cH:35][cH:36]4)[c:25]4[cH:26][cH:27][cH:28][cH:29][c:30]34)[cH:18][cH:19]2)[cH:38]1.